From a dataset of the Open Reaction Database (ORD), a public repository of structured organic reaction records. describe an organic reaction: reactants, conditions, products, and yield Starting materials: OC1(CCC(CC1)=O)C=1C=NC=NC1 (4-hydroxy-4-pyrimidin-5-yl-cyclohexanone), N1CC(C1)NC(=O)CNC(C1=CC(=CC=C1)C(F)(F)F)=O (N-(azetidin-3-ylcarbamoylmethyl)-3-trifluoromethyl-benzamide). The product is OC1(CCC(CC1)N1CC(C1)NC(=O)CNC(C1=CC(=CC=C1)C(F)(F)F)=O)C=1C=NC=NC1 (N-{[1-(4-Hydroxy-4-pyrimidin-5-yl-cyclohexyl)-azetidin-3-ylcarbamoyl]-methyl}-3-trifluoromethyl-benzamide). As a reaction SMILES: [OH:1][C:2]1([C:9]2[CH:10]=[N:11][CH:12]=[N:13][CH:14]=2)[CH2:7][CH2:6][C:5](=O)[CH2:4][CH2:3]1.[NH:15]1[CH2:18][CH:17]([NH:19][C:20]([CH2:22][NH:23][C:24](=[O:35])[C:25]2[CH:30]=[CH:29][CH:28]=[C:27]([C:31]([F:34])([F:33])[F:32])[CH:26]=2)=[O:21])[CH2:16]1>>[OH:1][C:2]1([C:9]2[CH:10]=[N:11][CH:12]=[N:13][CH:14]=2)[CH2:7][CH2:6][CH:5]([N:15]2[CH2:18][CH:17]([NH:19][C:20]([CH2:22][NH:23][C:24](=[O:35])[C:25]3[CH:30]=[CH:29][CH:28]=[C:27]([C:31]([F:34])([F:32])[F:33])[CH:26]=3)=[O:21])[CH2:16]2)[CH2:4][CH2:3]1. Reported procedure: The title compounds were prepared as white solids from reductive amination of 4-hydroxy-4-pyrimidin-5-yl-cyclohexanone, as prepared in the previous step, and N-(azetidin-3-ylcarbamoylmethyl)-3-trifluoromethyl-benzamide using the procedure described in Step E of Example 1. The reactants are ClCC=1C=C(C(=O)OC(C)(C)C)C=CC1 (tert-butyl 3-(chloromethyl)benzoate), NC1=CC=C(C(=O)OC(C)(C)C)C=C1 (tert-butyl 4-aminobenzoate), C([O-])([O-])=O.[K+].[K+] (potassium carbonate), [I-].[K+] (potassium iodide). Run in O (water), CN(C=O)C (N,N-dimethylformamide). Reaction conditions: temperature 60 celsius, time 8 hour. Product: C(C)(C)(C)OC(=O)C1=CC=C(C=C1)NCC=1C=C(C(=O)OC(C)(C)C)C=CC1 (tert-butyl 3-({[4-(tert-butoxycarbonyl)phenyl]amino}methyl)benzoate). Isolated yield 79.4%. As a reaction SMILES: Cl[CH2:2][C:3]1[CH:4]=[C:5]([CH:13]=[CH:14][CH:15]=1)[C:6]([O:8][C:9]([CH3:12])([CH3:11])[CH3:10])=[O:7].[NH2:16][C:17]1[CH:29]=[CH:28][C:20]([C:21]([O:23][C:24]([CH3:27])([CH3:26])[CH3:25])=[O:22])=[CH:19][CH:18]=1.C(=O)([O-])[O-].[K+].[K+].[I-].[K+]>CN(C)C=O.O>[C:24]([O:23][C:21]([C:20]1[CH:19]=[CH:18][C:17]([NH:16][CH2:2][C:3]2[CH:4]=[C:5]([CH:13]=[CH:14][CH:15]=2)[C:6]([O:8][C:9]([CH3:12])([CH3:11])[CH3:10])=[O:7])=[CH:29][CH:28]=1)=[O:22])([CH3:27])([CH3:25])[CH3:26] |f:2.3.4,5.6|. Procedure details: To a solution of tert-butyl 3-(chloromethyl)benzoate (500 mg) in N,N-dimethylformamide (10.0 mL) were added tert-butyl 4-aminobenzoate (426 mg), potassium carbonate (610 mg), and potassium iodide (36.6 mg), followed by stirring at 60° C. overnight. To the reaction suspension was added water, followed by extraction with ethyl acetate. The organic layer was washed with water and a saturated aqueous sodium chloride solution, then dried over anhydrous sodium sulfate, and concentrated under reduced p...